Dataset: the Open Reaction Database (ORD), a public repository of structured organic reaction records. Task: describe an organic reaction: reactants, conditions, products, and yield The reactants are C1CCOC1, CO, COC(=O)c1cc(-c2cc(Cl)c(OCc3ccc(OC)cc3)c(Cl)c2)n[nH]1, [Na+], [OH-]. Reaction SMILES: [CH2:30]1[O:31][CH2:32][CH2:33][CH2:34]1.[CH3:35][OH:36].[Cl:1][c:2]1[cH:3][c:4](-[c:19]2[n:20][nH:21][c:22]([C:24](=[O:25])[O:26][CH3:27])[cH:23]2)[cH:5][c:6]([Cl:18])[c:7]1[O:8][CH2:9][c:10]1[cH:11][cH:12][c:13]([O:16][CH3:17])[cH:14][cH:15]1.[Na+:29].[OH-:28]>>[Cl:1][c:2]1[cH:3][c:4](-[c:19]2[n:20][nH:21][c:22]([C:24](=[O:25])[OH:26])[cH:23]2)[cH:5][c:6]([Cl:18])[c:7]1[O:8][CH2:9][c:10]1[cH:11][cH:12][c:13]([O:16][CH3:17])[cH:14][cH:15]1. Product: COc1ccc(COc2c(Cl)cc(-c3cc(C(=O)O)[nH]n3)cc2Cl)cc1. Starting materials: O=C1CCC(=O)N1Br, O=C(OOC(=O)c1ccccc1)c1ccccc1, ClC(Cl)(Cl)Cl, COc1cc(C(=O)OC(C)(C)C)ccc1C. Product: COc1cc(C(=O)OC(C)(C)C)ccc1CBr. As a reaction SMILES: [Br:17][N:18]1[C:19](=[O:20])[CH2:21][CH2:22][C:23]1=[O:24].[C:25]([O:26][O:27][C:28](=[O:29])[c:30]1[cH:31][cH:32][cH:33][cH:34][cH:35]1)(=[O:36])[c:37]1[cH:38][cH:39][cH:40][cH:41][cH:42]1.[C:43]([Cl:44])([Cl:45])([Cl:46])[Cl:47].[CH3:1][O:2][c:3]1[cH:4][c:5]([C:6](=[O:7])[O:8][C:9]([CH3:10])([CH3:11])[CH3:12])[cH:13][cH:14][c:15]1[CH3:16]>>[CH3:1][O:2][c:3]1[cH:4][c:5]([C:6](=[O:7])[O:8][C:9]([CH3:10])([CH3:11])[CH3:12])[cH:13][cH:14][c:15]1[CH2:16][Br:17].